Dataset: the Open Reaction Database (ORD), a public repository of structured organic reaction records. Task: describe an organic reaction: reactants, conditions, products, and yield Reactants: Cl (hydrochloric acid), COC=1C=C2C=CC(=CC2=CC1)Br (6-methoxy-2-bromonaphthalene), B(OC(C)C)(OC(C)C)OC(C)C (Triisopropyl borate), C(CCC)[Li] (n-Butyllithium). Run in C(C)(=O)OCC (ethyl acetate), O1CCCC1 (tetrahydrofuran). Run at time 1.5 hour. Product: COC=1C=C2C=CC(=CC2=CC1)B(O)O ((6-Methoxynaphthalen-2-yl)boronic acid). As a reaction SMILES: [CH3:1][O:2][C:3]1[CH:4]=[C:5]2[C:10](=[CH:11][CH:12]=1)[CH:9]=[C:8](Br)[CH:7]=[CH:6]2.C([Li])CCC.[B:19](OC(C)C)([O:24]C(C)C)[O:20]C(C)C.Cl>O1CCCC1.C(OCC)(=O)C>[CH3:1][O:2][C:3]1[CH:4]=[C:5]2[C:10](=[CH:11][CH:12]=1)[CH:9]=[C:8]([B:19]([OH:24])[OH:20])[CH:7]=[CH:6]2. Procedure details: A solution of 6-methoxy-2-bromonaphthalene (25 g) in tetrahydrofuran (300 ml) was cooled at −78° C. under a nitrogen atmosphere. n-Butyllithium (2.66 M solution in hexane) (42 ml) was added dropwise thereto over 1.5 hours, and the solution was stirred for 30 minutes. Triisopropyl borate (26.5 ml) was added dropwise thereto for 30 minutes, then the solution was stirred for 40 minutes while warming from −78° C. to 0° C. 1N hydrochloric acid (200 ml) and ethyl acetate (200 ml) were sequentially add... Starting materials: CCOC(=O)c1nc(C2CC2)ccc1Br, Nc1cccnc1, [Pd]. Yields the product CCOC(=O)c1nc(C2CC2)ccc1Nc1cccnc1. As a reaction SMILES: [CH2:1]([CH3:2])[O:3][C:4](=[O:5])[c:6]1[n:7][c:8]([CH:13]2[CH2:14][CH2:15]2)[cH:9][cH:10][c:11]1[Br:12].[NH2:16][c:17]1[cH:18][n:19][cH:20][cH:21][cH:22]1.[Pd:23]>>[CH2:1]([CH3:2])[O:3][C:4](=[O:5])[c:6]1[n:7][c:8]([CH:13]2[CH2:14][CH2:15]2)[cH:9][cH:10][c:11]1[NH:16][c:17]1[cH:18][n:19][cH:20][cH:21][cH:22]1.